This data is from the Open Reaction Database (ORD), a public repository of structured organic reaction records. The task is: describe an organic reaction: reactants, conditions, products, and yield Starting materials: COC(CCC1=C(C=C(C=C1)S(=O)(=O)C1=CC=CC=C1)Br)=O (3-(4-benzenesulfonyl-2-bromo-phenyl)-propionic acid methyl ester), [H-].C(C(C)C)[Al+]CC(C)C (diisobutyl aluminum hydride), Cl (HCl), CO (MeOH). Run in C(Cl)Cl (DCM). Reaction conditions: temperature -78 celsius. Product: C1(=CC=CC=C1)S(=O)(=O)C1=CC(=C(C=C1)CCC=O)Br (3-(4-benzenesulfonyl-2-bromo-phenyl)-propionaldehyde). Yield: 73.5%. As a reaction SMILES: C[O:2][C:3](=O)[CH2:4][CH2:5][C:6]1[CH:11]=[CH:10][C:9]([S:12]([C:15]2[CH:20]=[CH:19][CH:18]=[CH:17][CH:16]=2)(=[O:14])=[O:13])=[CH:8][C:7]=1[Br:21].[H-].C([Al+]CC(C)C)C(C)C.CO.Cl>C(Cl)Cl>[C:15]1([S:12]([C:9]2[CH:10]=[CH:11][C:6]([CH2:5][CH2:4][CH:3]=[O:2])=[C:7]([Br:21])[CH:8]=2)(=[O:13])=[O:14])[CH:16]=[CH:17][CH:18]=[CH:19][CH:20]=1 |f:1.2|. Procedure: To a solution of 3-(4-benzenesulfonyl-2-bromo-phenyl)-propionic acid methyl ester (6.73 g, 17.6 mmol) in DCM (100 mL) was added diisobutyl aluminum hydride (1.0M in toluene, 17.6 mL) at −78° C. under Argon. The reaction was maintained at −78° C. for 90 minutes, and MeOH (7 mL ca.) was then added at −78° C. The mixture was allowed to warm to room temperature. HCl (2M) was added and the mixture was extracted twice with DCM. The combined organic extracts were washed with water, dried over Na2SO4, f... The reactants are Cl.C(C)N=C=NCCCN(C)C (1-ethyl-3-dimethylaminopropylcarbodiimide hydrochloride), ON1N=NC2=C1C=CC=C2 (1-hydroxybenzotriazole), NC1=C(C(=O)NC2=NC=C(C=C2)Cl)C=C(C=C1O)Br (2-Amino-5-bromo-N-(5-chloro-2-pyridyl)-3-hydroxybenzamide), C(C)(C)N1CCC(CC1)C(=O)O (1-isopropylpiperidine-4-carboxylic acid). The solvent is C(C)(=O)OCC (ethyl acetate), O (water), C(C)N(CC)CC (triethylamine), CN(C=O)C (N,N-dimethylformamide). Run at time 22 hour. The product is Cl.BrC1=CC(=C(NC(=O)C2CCN(CC2)C(C)C)C(=C1)O)C(NC1=NC=C(C=C1)Cl)=O (4′-bromo-2′-[(5-chloro-2-pyridyl)carbamoyl]-6′-hydroxy-1-isopropylpiperidine-4-carboxanilide hydrochloride). Isolated yield 72.7%. Reaction SMILES: [NH2:1][C:2]1[C:17]([OH:18])=[CH:16][C:15]([Br:19])=[CH:14][C:3]=1[C:4]([NH:6][C:7]1[CH:12]=[CH:11][C:10]([Cl:13])=[CH:9][N:8]=1)=[O:5].[CH:20]([N:23]1[CH2:28][CH2:27][CH:26]([C:29](O)=[O:30])[CH2:25][CH2:24]1)([CH3:22])[CH3:21].Cl.C(N=C=NCCCN(C)C)C.ON1C2C=CC=CC=2N=N1>CN(C)C=O.C(OCC)(=O)C.O.C(N(CC)CC)C>[ClH:13].[Br:19][C:15]1[CH:16]=[C:17]([OH:18])[C:2]([NH:1][C:29]([CH:26]2[CH2:27][CH2:28][N:23]([CH:20]([CH3:22])[CH3:21])[CH2:24][CH2:25]2)=[O:30])=[C:3]([C:4](=[O:5])[NH:6][C:7]2[CH:12]=[CH:11][C:10]([Cl:13])=[CH:9][N:8]=2)[CH:14]=1 |f:2.3,9.10|. Procedure: 2-Amino-5-bromo-N-(5-chloro-2-pyridyl)-3-hydroxybenzamide (2.39 g) and 1.32 g of 1-isopropylpiperidine-4-carboxylic acid were dissolved in 35 ml of N,N-dimethylformamide, then 2.02 g of 1-ethyl-3-dimethylaminopropylcarbodiimide hydrochloride, 1.42 g of 1-hydroxybenzotriazole and 1.46 ml of triethylamine were added thereto and the mixture was stirred at room temperature for 22 hours. To the reaction solution were added 105 ml of water and 105 ml of ethyl acetate, the mixture was stirred at room t... Reactants: C(C=C)C1=C2C=CNC2=CC=C1O (4-allyl-1H-indol-5-ol), C(=O)[O-].[NH4+] (ammonium formate). Reagents/catalysts: [OH-].[Pd+2].[OH-] (palladium (II) hydroxide). The solvent is CCO (EtOH). Reaction conditions: time 30 minute. The product is C(CC)C1=C2C=CNC2=CC=C1O (4-propyl-1H-indol-5-ol). Isolated yield 75.3%. As a reaction SMILES: [CH2:1]([C:4]1[C:12]([OH:13])=[CH:11][CH:10]=[C:9]2[C:5]=1[CH:6]=[CH:7][NH:8]2)[CH:2]=[CH2:3].C([O-])=O.[NH4+]>CCO.[OH-].[Pd+2].[OH-]>[CH2:1]([C:4]1[C:12]([OH:13])=[CH:11][CH:10]=[C:9]2[C:5]=1[CH:6]=[CH:7][NH:8]2)[CH2:2][CH3:3] |f:1.2,4.5.6|. Reported procedure: 4-Allyl-1H-indol-5-ol (Example 54) 120 mg, 0.69 mmol) was dissolved in EtOH (10 mL), and 20% palladium (II) hydroxide on carbon (20 mg) and ammonium formate (349.5 mg, 5.45 mmol) were added. After stirring for 30 min at rt, the mixture was heated to 40° C. for 2 h. After cooling to rt, the catalyst was removed by filtration, and the filtrate concentrated under reduced pressure. The residue was taken up in water, and the aqueous phase was extracted with EtOAc (2×). The combined organic phases wer... The reactants are C(C)(C)(C)C=1N=C(C2=C(N1)N(N=N2)CC2=C(C=CC=C2)Cl)N2CCOCC2 (5-tert-Butyl-3-(2-chloro-benzyl)-7-morpholin-4-yl-3H-[1,2,3]triazolo[4,5-d]pyrimidine), C(C)(C)(C)C=1N=C(C2=C(N1)N(N=N2)CC2=C(C=CC=C2)Cl)Cl (5-tert-butyl-7-chloro-3-(2-chlorobenzyl)-3H-[1,2,3]triazolo[4,5-d]pyrimidine), N1CC(C1)C(=O)OC (methyl azetidine-3-carboxylate). Product: COC(=O)C1CN(C1)C=1C2=C(N=C(N1)C(C)(C)C)N(N=N2)CC2=C(C=CC=C2)Cl (1-[5-tert-Butyl-3-(2-chloro-benzyl)-3H-[1,2,3]triazolo[4,5-d]pyrimidin-7-yl]-azetidine-3-carboxylic acid methyl ester). Reaction SMILES: [C:1]([C:5]1[N:6]=[C:7]([N:22]2[CH2:27]CO[CH2:24][CH2:23]2)[C:8]2[N:13]=[N:12][N:11]([CH2:14][C:15]3[CH:20]=[CH:19][CH:18]=[CH:17][C:16]=3[Cl:21])[C:9]=2[N:10]=1)([CH3:4])([CH3:3])[CH3:2].C(C1N=C(Cl)C2N=NN(CC3C=CC=CC=3Cl)C=2N=1)(C)(C)C.N1CC([C:54]([O:56][CH3:57])=[O:55])C1>>[CH3:57][O:56][C:54]([CH:24]1[CH2:27][N:22]([C:7]2[C:8]3[N:13]=[N:12][N:11]([CH2:14][C:15]4[CH:20]=[CH:19][CH:18]=[CH:17][C:16]=4[Cl:21])[C:9]=3[N:10]=[C:5]([C:1]([CH3:2])([CH3:4])[CH3:3])[N:6]=2)[CH2:23]1)=[O:55]. Procedure details: In analogy to the procedure described for the synthesis of 5-tert-butyl-3-(2-chlorobenzyl)-7-morpholin-4-yl-3H-[1,2,3]triazolo[4,5-d]pyrimidine (example 1, step c), the title compound was prepared from 5-tert-butyl-7-chloro-3-(2-chlorobenzyl)-3H-[1,2,3]triazolo[4,5-d]pyrimidine and methyl azetidine-3-carboxylate. MS (m/e): 415.3 (MH+). Starting materials: C(CCC)[C@@H]1CC[C@H](CC1)C(=O)O (trans-4-butylcyclohexane carboxylic acid), C1(=CC=CC=C1)C (toluene), Cl (hydrochloric acid), C1(=CC=CC=C1)C (toluene), NaAlH2 (OC2H4OCH3)2. Solvent: O (water). Conditions: temperature 90 celsius, time 3 hour. Yields the product C(CCC)[C@@H]1CC[C@H](CC1)CO (trans-4-butylcyclohexyl methanol). Isolated yield 36.7%. Reaction SMILES: [CH2:1]([C@H:5]1[CH2:10][CH2:9][C@H:8]([C:11](O)=[O:12])[CH2:7][CH2:6]1)[CH2:2][CH2:3][CH3:4].C1(C)C=CC=CC=1.Cl>O>[CH2:1]([C@H:5]1[CH2:6][CH2:7][C@H:8]([CH2:11][OH:12])[CH2:9][CH2:10]1)[CH2:2][CH2:3][CH3:4]. Procedure details: 55 g (0.30 mol) of trans-4-butylcyclohexane carboxylic acid was dispersed in 200 c; of toluene and stirred. 250 cm3 (0.90 mol) of a 70% NaAlH2 (OC2H4OCH3)2 solution was added drop-wise to the solution at a rate to gently reflux the toluene. After the drop-wise addition was completed, the resulting mixture was stirred over a hot water bath at 90° C. for 3 hours. The solution was cooled to room temperature and, while stirring, 10 cm3 of water and 300 cm3 an aqueous 15% hydrochloric acid solution w... The yield is 50.0%. Starting materials: NC1=C2C(C(=CN(C2=C(C(=C1F)F)OC)C1CC1)C(=O)O)=O (5-amino-1-cyclopropyl-6,7-difluoro-8-methoxy -1,4-dihydro-4-oxo-quinoline-3-carboxylic acid), NC1C(CNCC1)C (4-amino-3-methylpiperidine). Procedure: The condensation of 5-amino-1-cyclopropyl-6,7-difluoro-8-methoxy -1,4-dihydro-4-oxo-quinoline-3-carboxylic acid with 4-amino-3-methylpiperidine was carried out in a similar manner as described in example 1, gave the titled product. Yield 50%, m.p 260–62° C., C20H25FN4O4, m/z 405 (M+1). As a reaction SMILES: [NH2:1][C:2]1[C:11]([F:12])=[C:10](F)[C:9]([O:14][CH3:15])=[C:8]2[C:3]=1[C:4](=[O:22])[C:5]([C:19]([OH:21])=[O:20])=[CH:6][N:7]2[CH:16]1[CH2:18][CH2:17]1.[NH2:23][CH:24]1[CH2:29][CH2:28][NH:27][CH2:26][CH:25]1[CH3:30]>>[NH2:1][C:2]1[C:11]([F:12])=[C:10]([N:27]2[CH2:28][CH2:29][CH:24]([NH2:23])[CH:25]([CH3:30])[CH2:26]2)[C:9]([O:14][CH3:15])=[C:8]2[C:3]=1[C:4](=[O:22])[C:5]([C:19]([OH:21])=[O:20])=[CH:6][N:7]2[CH:16]1[CH2:18][CH2:17]1. The product is NC1=C2C(C(=CN(C2=C(C(=C1F)N1CC(C(CC1)N)C)OC)C1CC1)C(=O)O)=O (5-Amino-1-cyclopropyl-6-fluoro-8-methoxy-1,4-dihydro-7-(4′-amino-3′-methylpiperidin-1-yl)-4-oxo-quinoline-3-carboxylic acid). Reactants: ClC=1C=C(C=CC1OCC1=CC(=CC=C1)F)NC1=NC=NC=2C=CC(CC12)=NO (4-(3-chloro-4-(3-fluorobenzyloxy)phenylamino)-6-(hydroxyimino)quinazoline), BrCCCCN(C(C(F)(F)F)=O)CCS(=O)(=O)C (N-(4-bromobutyl)-N-(2-methanesulfonylethyl)-2,2,2-trifluoroacetamide), C([O-])([O-])=O.[K+].[K+] (potassium carbonate), C(CC(O)(C(=O)O)CC(=O)O)(=O)O (citric acid). Solvent: CN(C(C)=O)C (N,N-dimethylacetamide). Reaction conditions: temperature 60 celsius, time 1.3 hour. The product is ClC=1C=C(C=CC1OCC1=CC(=CC=C1)F)NC1=NC=NC=2C=CC(CC12)=NOCCCCN(C(C(F)(F)F)=O)CCS(=O)(=O)C (4-(3-chloro-4-(3-fluorobenzyloxy)phenylamino)-6-(4-(N-(2-(methanesulfonyl)ethyl)-2,2,2-trifluoroacetamido)butyloxyimino)quinazoline). Isolated yield 29.9%. As a reaction SMILES: [Cl:1][C:2]1[CH:3]=[C:4]([NH:17][C:18]2[C:27]3[CH2:26][C:25](=[N:28][OH:29])[CH:24]=[CH:23][C:22]=3[N:21]=[CH:20][N:19]=2)[CH:5]=[CH:6][C:7]=1[O:8][CH2:9][C:10]1[CH:15]=[CH:14][CH:13]=[C:12]([F:16])[CH:11]=1.Br[CH2:31][CH2:32][CH2:33][CH2:34][N:35]([CH2:42][CH2:43][S:44]([CH3:47])(=[O:46])=[O:45])[C:36](=[O:41])[C:37]([F:40])([F:39])[F:38].C(=O)([O-])[O-].[K+].[K+].C(O)(=O)CC(CC(O)=O)(C(O)=O)O>CN(C)C(=O)C>[Cl:1][C:2]1[CH:3]=[C:4]([NH:17][C:18]2[C:27]3[CH2:26][C:25](=[N:28][O:29][CH2:31][CH2:32][CH2:33][CH2:34][N:35]([CH2:42][CH2:43][S:44]([CH3:47])(=[O:45])=[O:46])[C:36](=[O:41])[C:37]([F:39])([F:38])[F:40])[CH:24]=[CH:23][C:22]=3[N:21]=[CH:20][N:19]=2)[CH:5]=[CH:6][C:7]=1[O:8][CH2:9][C:10]1[CH:15]=[CH:14][CH:13]=[C:12]([F:16])[CH:11]=1 |f:2.3.4|. Procedure details: In N,N-dimethylacetamide (1.5 ml) were dissolved 4-(3-chloro-4-(3-fluorobenzyloxy)phenylamino)-6-(hydroxyimino)quinazoline (V-2, 84 mg) and N-(4-bromobutyl)-N-(2-methanesulfonylethyl)-2,2,2-trifluoroacetamide (71 mg), and potassium carbonate (41 mg) was added, followed by stirring at 60° C. for 1.3 hours with heating. Thereafter, the reaction mixture was poured into 0.5 M citric acid, followed by extraction with ethyl acetate. The organic layer was washed with water and aqueous sodium chloride s... Starting materials: CCOC(C)=O, CCS(=O)C1(Cl)CC2CC(=O)N2C1C(=O)OCc1ccccc1, C1=NCCCN2CCCCC12. Yields the product CCS(=O)C1=C(C(=O)OCc2ccccc2)N2C(=O)CC2C1. RXN SMILES: [CH2:35]([O:36][C:37](=[O:38])[CH3:39])[CH3:40].[Cl:1][C:2]1([S:20](=[O:21])[CH2:22][CH3:23])[CH:3]([C:10](=[O:11])[O:12][CH2:13][c:14]2[cH:15][cH:16][cH:17][cH:18][cH:19]2)[N:4]2[C:5](=[O:9])[CH2:6][CH:7]2[CH2:8]1.[N:24]12[CH2:25][CH2:26][CH2:27][CH2:28][CH:29]1[CH:30]=[N:31][CH2:32][CH2:33][CH2:34]2>>[C:2]1([S:20](=[O:21])[CH2:22][CH3:23])=[C:3]([C:10](=[O:11])[O:12][CH2:13][c:14]2[cH:15][cH:16][cH:17][cH:18][cH:19]2)[N:4]2[C:5](=[O:9])[CH2:6][CH:7]2[CH2:8]1.